The task is: describe an organic reaction: reactants, conditions, products, and yield. This data is from the Open Reaction Database (ORD), a public repository of structured organic reaction records. Reactants: NC=1C(=NC=CC1)C(=O)O (3-aminopyridine-2-carboxylic acid), CCO (EtOH). The solvent is S(O)(O)(=O)=O (sulfuric acid). Yields the product NC=1C(=NC=CC1)C(=O)OCC (Ethyl 3-aminopyridine-2-carboxylate). RXN SMILES: [NH2:1][C:2]1[C:3]([C:8]([OH:10])=[O:9])=[N:4][CH:5]=[CH:6][CH:7]=1.[CH3:11][CH2:12]O>S(=O)(=O)(O)O>[NH2:1][C:2]1[C:3]([C:8]([O:10][CH2:11][CH3:12])=[O:9])=[N:4][CH:5]=[CH:6][CH:7]=1. Procedure: A mixture of 3-aminopyridine-2-carboxylic acid (6.4 g, 46.3 mmol) in 26 mL of EtOH and 8 mL of concentrated sulfuric acid is heated to reflux for 2 days. After cooling, the mixture is concentrated to about 15-20 mL and poured into 20 g of ice. The mixture is basified to pH 8-9 with concentrated NH4OH while cooling in an ice bath. The resulting brown precipitate is filtered off, and the filtrate is extracted with ether (4×60 mL). The combined ether extracts are washed with brine (4×60 mL), dried ... The reactants are C(CCCCCCCCCCCCCCC)N (hexadecylamine), C(C)(C)(C)C1=C(C(N(O1)C1=C(C=C(C=C1)C(=O)O)[N+](=O)[O-])=O)CCl (5-t-butyl-4-chloromethyl-2-(4-carboxy-2-nitrophenyl)-4-isooxazolin-3-one), C(C)(=O)OCC (ethyl acetate), C(C)OC(=O)Cl (ethylchlorocarbanate). The solvent is O (water), C(C)N(CC)CC (triethylamine). Run at temperature -15 celsius, time 8 hour. The product is C(C)(C)(C)C1=C(C(N(O1)C1=C(C=C(C=C1)C(NCCCCCCCCCCCCCCCC)=O)[N+](=O)[O-])=O)CCl (5-t-Butyl-4-chloromethyl-2-(4-n-hexadecylcarbamoyl-2-nitrophenyl)-4-isooxazolin-3-one). Isolated yield 75.9%. RXN SMILES: [C:1]([C:5]1[O:9][N:8]([C:10]2[CH:15]=[CH:14][C:13]([C:16](O)=[O:17])=[CH:12][C:11]=2[N+:19]([O-:21])=[O:20])[C:7](=[O:22])[C:6]=1[CH2:23][Cl:24])([CH3:4])([CH3:3])[CH3:2].C(OCC)(=O)C.C(OC(Cl)=O)C.[CH2:37]([NH2:53])[CH2:38][CH2:39][CH2:40][CH2:41][CH2:42][CH2:43][CH2:44][CH2:45][CH2:46][CH2:47][CH2:48][CH2:49][CH2:50][CH2:51][CH3:52]>O.C(N(CC)CC)C>[C:1]([C:5]1[O:9][N:8]([C:10]2[CH:15]=[CH:14][C:13]([C:16](=[O:17])[NH:53][CH2:37][CH2:38][CH2:39][CH2:40][CH2:41][CH2:42][CH2:43][CH2:44][CH2:45][CH2:46][CH2:47][CH2:48][CH2:49][CH2:50][CH2:51][CH3:52])=[CH:12][C:11]=2[N+:19]([O-:21])=[O:20])[C:7](=[O:22])[C:6]=1[CH2:23][Cl:24])([CH3:3])([CH3:4])[CH3:2]. Procedure details: 81.6 g of 5-t-butyl-4-chloromethyl-2-(4-carboxy-2-nitrophenyl)-4-isooxazolin-3-one was mixed with 480 ml of ethyl acetate, and cooled to -15° C. To the thus obtained suspension, 32.6 ml of triethylamine was added dropwise, and then 22.0 ml of ethylchlorocarbanate was further added dropwise as the reaction mixture was kept at -10° C. After running the reaction for 50 minutes, 49 g of hexadecylamine was added to the reaction mixture to further undergo the reaction for 10 minutes at -10° C. The tem... The reactants are [Si](C)(C)(C(C)(C)C)O[C@@H]1CN(C[C@@H]([C@H]1O[Si](C)(C)C(C)(C)C)C)C1=C(C=NC=C1)[N+](=O)[O-] (4-((3R,4R,5S)-3,4-bis(tert-butyldimethylsilyloxy)-5-methylpiperidin-1-yl)-3-nitropyridine). Reagents/catalysts: [Pd] (palladium on carbon). Solvent: C(C)O (ethanol). Reaction conditions: time 14 hour. The product is [Si](C)(C)(C(C)(C)C)O[C@@H]1CN(C[C@@H]([C@H]1O[Si](C)(C)C(C)(C)C)C)C1=C(C=NC=C1)N (4-((3R,4R,5S)-3,4-bis(tert-butyldimethylsilyloxy)-5-methylpiperidin-1-yl)pyridin-3-amine). As a reaction SMILES: [Si:1]([O:8][C@H:9]1[C@H:14]([O:15][Si:16]([C:19]([CH3:22])([CH3:21])[CH3:20])([CH3:18])[CH3:17])[C@@H:13]([CH3:23])[CH2:12][N:11]([C:24]2[CH:29]=[CH:28][N:27]=[CH:26][C:25]=2[N+:30]([O-])=O)[CH2:10]1)([C:4]([CH3:7])([CH3:6])[CH3:5])([CH3:3])[CH3:2]>C(O)C.[Pd]>[Si:1]([O:8][C@H:9]1[C@H:14]([O:15][Si:16]([C:19]([CH3:21])([CH3:22])[CH3:20])([CH3:18])[CH3:17])[C@@H:13]([CH3:23])[CH2:12][N:11]([C:24]2[CH:29]=[CH:28][N:27]=[CH:26][C:25]=2[NH2:30])[CH2:10]1)([C:4]([CH3:5])([CH3:6])[CH3:7])([CH3:2])[CH3:3]. Procedure details: To a solution of 4-((3R,4R,5S)-3,4-bis(tert-butyldimethylsilyloxy)-5-methylpiperidin-1-yl)-3-nitropyridine (1.0 equiv.) in ethanol, at a concentration of 0.05 M, was added 10% palladium on carbon (0.1 eq.). The resultant heterogeneous solution was put under an atmosphere of hydrogen and was stirred for 14 hours. At this time the mixture was filtered through a pad of celite eluting with ethanol. The volatiles were removed in vacuo yielding 4-((3R,4R,5S)-3,4-bis(tert-butyldimethylsilyloxy)-5-methy... The reactants are NC(=CC(=O)OCC)C1=C(C=CC=C1)Cl (ethyl 3-amino-3-(2-chlorophenyl)-2-propenoate), [H-].[Na+] (sodium hydride), FC(OC1=CC=C(C=C1)NC(OCC)=O)(F)F (ethyl 4-trifluoromethoxyphenylcarbamate). Run in CN(C=O)C (dimethylformamide). Reaction conditions: temperature 0 celsius. Yields the product FC(OC1=CC=C(C=C1)N1C(NC(=CC1=O)C1=C(C=CC=C1)Cl)=O)(F)F (3-(4-trifluoromethoxyphenyl)-6-(2-chlorophenyl)-2,4-(1H,3H)-pyrimidinedione). Yield: 72.6%. As a reaction SMILES: [H-].[Na+].[NH2:3][C:4]([C:11]1[CH:16]=[CH:15][CH:14]=[CH:13][C:12]=1[Cl:17])=[CH:5][C:6]([O:8]CC)=O.[F:18][C:19]([F:34])([F:33])[O:20][C:21]1[CH:26]=[CH:25][C:24]([NH:27][C:28](=O)[O:29]CC)=[CH:23][CH:22]=1>CN(C)C=O>[F:18][C:19]([F:33])([F:34])[O:20][C:21]1[CH:22]=[CH:23][C:24]([N:27]2[C:6](=[O:8])[CH:5]=[C:4]([C:11]3[CH:16]=[CH:15][CH:14]=[CH:13][C:12]=3[Cl:17])[NH:3][C:28]2=[O:29])=[CH:25][CH:26]=1 |f:0.1|. Reported procedure: 2.0 g of sodium hydride (purity: 55%) was added to 100 ml of dimethylformamide, followed by dropwise addition of 7.9 g of ethyl 3-amino-3-(2-chlorophenyl)-2-propenoate to the solution with stirring at 0° C. The resulting solution was stirred at room temperature for 15 minutes and added with 8.7 g of ethyl 4-trifluoromethoxyphenylcarbamate. The solution was further stirred at 100° C. for 4 hours. Then the solvent was distilled away under reduced pressure and the residue was dissolved in 200 ml of... Starting materials: C(CCC)[Li] (butyllithium), C(C1=CC=CC=C1)N1CCC(CC1)=O (1-benzyl-4-piperidone), O1CCCC1 (tetrahydrofurane), O1CCCC1 (tetrahydrofurane). The reagents and catalysts are [Cl-].C(C1=CC=CC=C1)[P+](C1=CC=CC=C1)(C1=CC=CC=C1)C1=CC=CC=C1 (benzyltriphenylphosphonium chloride). Run at time 1 hour. Yields the product C(C1=CC=CC=C1)N1CCC(CC1)=CC1=CC=CC=C1 (1-benzyl-4-benzylidenepiperidine). RXN SMILES: [CH2:1]([Li])[CH2:2][CH2:3][CH3:4].[CH2:6]([N:13]1[CH2:18][CH2:17][C:16](=O)[CH2:15][CH2:14]1)[C:7]1[CH:12]=[CH:11][CH:10]=[CH:9][CH:8]=1.O1C[CH2:23][CH2:22][CH2:21]1>[Cl-].C([P+](C1C=CC=CC=1)(C1C=CC=CC=1)C1C=CC=CC=1)C1C=CC=CC=1>[CH2:6]([N:13]1[CH2:18][CH2:17][C:16](=[CH:4][C:3]2[CH:23]=[CH:22][CH:21]=[CH:1][CH:2]=2)[CH2:15][CH2:14]1)[C:7]1[CH:12]=[CH:11][CH:10]=[CH:9][CH:8]=1 |f:3.4|. Procedure: In a stream of argon, 49.0 g (126 mmol) of benzyltriphenylphosphonium chloride was suspended in 100 ml of anhydrous tetrahydrofurane, and thereto 86 ml of butyllithium was added dropwise under cooling with ice. After stirring the mixture at room temperature for 1 hour, thereto was added dropwise a solution of 1-benzyl-4-piperidone in anhydrous tetrahydrofurane under cooling with ice and the obtained mixture was refluxed with heating for 15 hours. The reaction solution was filtrated, and diethyl ... The reactants are ClCCl (dichloromethane), ClC(=CC=O)C1=CC(=C(C=C1)C1CC(CC(C1)(C)C)(C)C)Cl (3-chloro-3-[3-chloro-4-(3,3,5,5-tetramethylcyclohexyl)phenyl]propenal), [OH-].[Na+] (sodium hydroxide). Run in O1CCOCC1 (1,4-dioxane), O (water), O1CCOCC1 (1,4-dioxane). The product is ClC=1C=C(C=CC1C1CC(CC(C1)(C)C)(C)C)C#C (3-Chloro-4-(3,3,5,5-tetramethylcyclohexyl)phenylethyne). Isolated yield 80.0%. RXN SMILES: [OH-].[Na+].Cl[C:4]([C:8]1[CH:13]=[CH:12][C:11]([CH:14]2[CH2:19][C:18]([CH3:21])([CH3:20])[CH2:17][C:16]([CH3:23])([CH3:22])[CH2:15]2)=[C:10]([Cl:24])[CH:9]=1)=[CH:5]C=O.ClCCl>O.O1CCOCC1>[Cl:24][C:10]1[CH:9]=[C:8]([C:4]#[CH:5])[CH:13]=[CH:12][C:11]=1[CH:14]1[CH2:19][C:18]([CH3:20])([CH3:21])[CH2:17][C:16]([CH3:23])([CH3:22])[CH2:15]1 |f:0.1|. Procedure: 5.3 g of sodium hydroxide are dissolved in 150 ml of water under an inert atmosphere and with vigorous stirring. 80 ml of 1,4-dioxane are added and the mixture is heated to reflux. 15 g of 3-chloro-3-[3-chloro-4-(3,3,5,5-tetramethylcyclohexyl)phenyl]propenal (compound IV.1) dissolved in 130 ml of 1,4-dioxane are added rapidly and the reaction mixture is maintained at reflux for 1 hour. After cooling to room temperature, the reaction mixture is poured into a large volume of dichloromethane. The p... The reactants are COc1cc(Cl)ccc1[N+](=O)[O-], [H-], [Na+], CN(C)C=O, O, Sc1ccccc1. Product: COc1cc(Sc2ccccc2)ccc1[N+](=O)[O-]. As a reaction SMILES: [Cl:10][c:11]1[cH:12][c:13]([O:20][CH3:21])[c:14]([N+:17](=[O:18])[O-:19])[cH:15][cH:16]1.[H-:1].[Na+:2].[O:23]=[CH:24][N:25]([CH3:26])[CH3:27].[OH2:22].[SH:3][c:4]1[cH:5][cH:6][cH:7][cH:8][cH:9]1>>[S:3]([c:4]1[cH:5][cH:6][cH:7][cH:8][cH:9]1)[c:11]1[cH:12][c:13]([O:20][CH3:21])[c:14]([N+:17](=[O:18])[O-:19])[cH:15][cH:16]1.